Dataset: the Open Reaction Database (ORD), a public repository of structured organic reaction records. Task: describe an organic reaction: reactants, conditions, products, and yield The reactants are O=C(Cl)OCc1ccccc1, [Na+], CC(C)(C)OC(=O)N1CCC2(CC1)CNCCO2, C1COCCO1, [OH-]. The product is CC(C)(C)OC(=O)N1CCC2(CC1)CN(C(=O)OCc1ccccc1)CCO2. Reaction SMILES: [Cl:21][C:22](=[O:23])[O:24][CH2:25][c:26]1[cH:27][cH:28][cH:29][cH:30][cH:31]1.[Na+:20].[O:1]1[CH2:2][CH2:3][NH:4][CH2:5][C:6]12[CH2:7][CH2:8][N:9]([C:12](=[O:13])[O:14][C:15]([CH3:16])([CH3:17])[CH3:18])[CH2:10][CH2:11]2.[O:32]1[CH2:33][CH2:34][O:35][CH2:36][CH2:37]1.[OH-:19]>>[O:1]1[CH2:2][CH2:3][N:4]([C:22](=[O:23])[O:24][CH2:25][c:26]2[cH:27][cH:28][cH:29][cH:30][cH:31]2)[CH2:5][C:6]12[CH2:7][CH2:8][N:9]([C:12](=[O:13])[O:14][C:15]([CH3:16])([CH3:17])[CH3:18])[CH2:10][CH2:11]2. Starting materials: COC1=CC=C2CCC(C2=C1)(C)C (6-methoxy-1,1-dimethyl-indan), C(C)(=O)O (acetic acid). The reagents and catalysts are [O-2].[O-2].[O-2].[Cr+6] (chromium trioxide). The solvent is C(C)(=O)O.O (acetic acid H2O). Conditions: time 3 hour. Product: COC=1C=C2C(CC(C2=CC1)=O)(C)C (5-methoxy-3,3-dimethyl-indan-1-one). Reaction SMILES: [CH3:1][O:2][C:3]1[CH:11]=[C:10]2[C:6]([CH2:7][CH2:8][C:9]2([CH3:13])[CH3:12])=[CH:5][CH:4]=1.C(O)(=[O:16])C>C(O)(=O)C.O.[O-2].[O-2].[O-2].[Cr+6]>[CH3:1][O:2][C:3]1[CH:11]=[C:10]2[C:6](=[CH:5][CH:4]=1)[C:7](=[O:16])[CH2:8][C:9]2([CH3:13])[CH3:12] |f:2.3,4.5.6.7|. Procedure details: A solution of 6-methoxy-1,1-dimethyl-indan (1 g, 5.67 mmol) in acetic acid (5 mL) is cooled to 0° C. and treated with a solution of chromium trioxide (1.3 g, 13 mmol) in acetic acid/H2O (5 mL/4 mL). Then the reaction mixture is allowed to warm to ambient temperature and stirred for 3 h. The reaction mixture is diluted and extracted with ethyl acetate (3×20 mL). The combined organic phases are washed with saturated aqueous NaHCO3 and brine and dried over Na2SO4. Evaporation of solvent affords 5-m... The reactants are N1C(=CC2=CC=CC=C12)C(=O)O (2-indole carboxylic acid), C(=O)(N1C=NC=C1)N1C=NC=C1 (carbonyldiimidazole), amine. Solvent: C1CCOC1 (THF). Reaction conditions: time 1 hour. The product is N1C(=CC2=CC=CC=C12)C(=O)N (2-indole carboxamide). As a reaction SMILES: [NH:1]1[C:9]2[C:4](=[CH:5][CH:6]=[CH:7][CH:8]=2)[CH:3]=[C:2]1[C:10]([OH:12])=O.C(N1C=CN=C1)([N:15]1C=CN=C1)=O>C1COCC1>[NH:1]1[C:9]2[C:4](=[CH:5][CH:6]=[CH:7][CH:8]=2)[CH:3]=[C:2]1[C:10]([NH2:15])=[O:12]. Procedure details: Add to the 2-indole carboxylic acid (12.4 mmol) in anhydrous THF (30 ml), carbonyldiimidazole (1.5 equiv, 18.6 mmol) and stir for 1 h. Add the desired amine [for example, methylamine, ethylamine, dimethylamine, pyrrolidine, piperidine, piperazine, or morpholine, (3.0 equiv, 37.2 mmol)] in one portion and stir the reaction at rt. After 16 hours, quench the reaction with H2O, collect the resulting precipitate by filtration and dry under vacuum to afford the desired 2-indole carboxamide. Reactants: COC(C1=CC(C(=O)N(CCC)C)=CC(=C1)I)=O (5-iodo-N-methyl-N-propyl-isophthalamic acid methyl ester), N1C(CCC1)=O (2-pyrrolidone), C(CN)N (ethane-1,2-diamine), C([O-])([O-])=O.[Cs+].[Cs+] (cesium carbonate). The reagents and catalysts are [Cu]I (copper (I) iodide). Solvent: ClCCl (dichloromethane), O1CCOCC1 (1,4-dioxane). Run at temperature 110 celsius, time 8 hour. The product is COC(C1=CC(C(=O)N(CCC)C)=CC(=C1)N1C(CCC1)=O)=O (N-Methyl-5-(2-oxopyrrolidin-1-yl)-N-propyl-isophthalamic acid methyl ester). Yield: 51.5%. Reaction SMILES: [CH3:1][O:2][C:3](=[O:18])[C:4]1[CH:16]=[C:15](I)[CH:14]=[C:6]([C:7]([N:9]([CH3:13])[CH2:10][CH2:11][CH3:12])=[O:8])[CH:5]=1.[NH:19]1[CH2:23][CH2:22][CH2:21][C:20]1=[O:24].C(N)CN.C(=O)([O-])[O-].[Cs+].[Cs+]>O1CCOCC1.ClCCl.[Cu]I>[CH3:1][O:2][C:3](=[O:18])[C:4]1[CH:16]=[C:15]([N:19]2[CH2:23][CH2:22][CH2:21][C:20]2=[O:24])[CH:14]=[C:6]([C:7]([N:9]([CH3:13])[CH2:10][CH2:11][CH3:12])=[O:8])[CH:5]=1 |f:3.4.5|. Reported procedure: Mix 5-iodo-N-methyl-N-propyl-isophthalamic acid methyl ester (220 mg, 0.61 mmol), 2-pyrrolidone (56 μL, 0.73 mmol), ethane-1,2-diamine (4 μL, 0.061 mmol), cesium carbonate (398 mg, 1.22) and copper (I) iodide (12 mg, 0.061 mmol) in 1,4-dioxane (4 mL). Heat the mixture to 110° C. for 1 h then stir at room temperature overnight. Dilute with dichloromethane and filter through a filtering agent. Concentrate and purify (silica gel chromatography, eluting with ethyl acetate and hexanes) to give the ti...